From a dataset of the Open Reaction Database (ORD), a public repository of structured organic reaction records. describe an organic reaction: reactants, conditions, products, and yield Reactants: CC(Cn1ncc2ccc(OCc3ccccc3)cc21)O[Si](C)(C)C(C)(C)C, CO, [H][H]. The product is CC(Cn1ncc2ccc(O)cc21)O[Si](C)(C)C(C)(C)C. Reaction SMILES: [CH2:1]([c:2]1[cH:3][cH:4][cH:5][cH:6][cH:7]1)[O:8][c:9]1[cH:10][cH:11][c:12]2[cH:13][n:14][n:15]([CH2:18][CH:19]([CH3:20])[O:21][Si:22]([CH3:23])([CH3:24])[C:25]([CH3:26])([CH3:27])[CH3:28])[c:16]2[cH:17]1.[CH3:31][OH:32].[H:29][H:30]>>[OH:8][c:9]1[cH:10][cH:11][c:12]2[cH:13][n:14][n:15]([CH2:18][CH:19]([CH3:20])[O:21][Si:22]([CH3:23])([CH3:24])[C:25]([CH3:26])([CH3:27])[CH3:28])[c:16]2[cH:17]1. Reactants: C(C(=C)CC(=O)OC)(=O)OC (dimethyl itaconate), C1(=CC=CC=C1)[C@@H](C)N ((R)-1-phenylethylamine), C1(=CC=C(C=C1)S(=O)(=O)O)C (p-toluenesulfonic acid). The solvent is CO (methanol). Reaction conditions: time 18 hour. Product: O=C1C[C@@H](CN1[C@H](C)C1=CC=CC=C1)C(=O)OC (methyl (3S)-5-oxo-1-[(1R)-1-phenylethyl]pyrrolidine-3-carboxylate), O=C1C[C@H](CN1[C@H](C)C1=CC=CC=C1)C(=O)OC (methyl (3R)-5-oxo-1-[(1R)-1-phenylethyl]pyrrolidine-3-carboxylate). Isolated yield 48.0%. As a reaction SMILES: [C:1]([O:10][CH3:11])(=[O:9])[C:2]([CH2:4][C:5](OC)=[O:6])=[CH2:3].[C:12]1([C@H:18]([NH2:20])[CH3:19])[CH:17]=[CH:16][CH:15]=[CH:14][CH:13]=1.C1(C)C=CC(S(O)(=O)=O)=CC=1>CO>[O:6]=[C:5]1[N:20]([C@@H:18]([C:12]2[CH:17]=[CH:16][CH:15]=[CH:14][CH:13]=2)[CH3:19])[CH2:3][C@@H:2]([C:1]([O:10][CH3:11])=[O:9])[CH2:4]1.[O:6]=[C:5]1[N:20]([C@@H:18]([C:12]2[CH:17]=[CH:16][CH:15]=[CH:14][CH:13]=2)[CH3:19])[CH2:3][C@H:2]([C:1]([O:10][CH3:11])=[O:9])[CH2:4]1. Reported procedure: To a solution of dimethyl itaconate (25 g, 158 mmol) in methanol (150 ml) was added (R)-1-phenylethylamine (20 ml, 158 mmol) at room temperature. The resulting mixture was stirred for 18 hours and concentrated. The residue was dissolved in toluene (100 ml) and p-toluenesulfonic acid (3.0 g, 16 mmol) was added at room temperature. The mixture was refluxed for 16 hours and concentrated. The residue was purified by silica gel column chromatography (eluent; hexane/ethyl acetate=1/1 to 1/3) to afford... Reactants: C1CCOC1, CO, CCOC(=O)c1cnc2ccc(CO[Si](C(C)C)(C(C)C)C(C)C)cn12, [Li+], [OH-], O. Yields the product CC(C)[Si](OCc1ccc2ncc(C(=O)O)n2c1)(C(C)C)C(C)C. As a reaction SMILES: [CH2:29]1[O:30][CH2:31][CH2:32][CH2:33]1.[CH3:34][OH:35].[CH:1]([CH3:2])([CH3:3])[Si:4]([O:5][CH2:6][c:7]1[cH:8][cH:9][c:10]2[n:11]([cH:12]1)[c:13]([C:16](=[O:17])[O:18][CH2:19][CH3:20])[cH:14][n:15]2)([CH:21]([CH3:22])[CH3:23])[CH:24]([CH3:25])[CH3:26].[Li+:28].[OH-:27].[OH2:36]>>[CH:1]([CH3:2])([CH3:3])[Si:4]([O:5][CH2:6][c:7]1[cH:8][cH:9][c:10]2[n:11]([cH:12]1)[c:13]([C:16](=[O:17])[OH:18])[cH:14][n:15]2)([CH:21]([CH3:22])[CH3:23])[CH:24]([CH3:25])[CH3:26]. Starting materials: BrCc1ccccc1, CC#N, O=Cc1ccc(O)c(Cl)c1, [K+], [K+], O=C([O-])[O-], O. Product: O=Cc1ccc(OCc2ccccc2)c(Cl)c1. RXN SMILES: [CH2:11]([c:12]1[cH:13][cH:14][cH:15][cH:16][cH:17]1)[Br:18].[CH3:26][C:27]#[N:28].[Cl:1][c:2]1[cH:3][c:4]([CH:5]=[O:6])[cH:7][cH:8][c:9]1[OH:10].[K+:19].[K+:20].[O-:21][C:22]([O-:23])=[O:24].[OH2:25]>>[Cl:1][c:2]1[cH:3][c:4]([CH:5]=[O:6])[cH:7][cH:8][c:9]1[O:10][CH2:11][c:12]1[cH:13][cH:14][cH:15][cH:16][cH:17]1. Starting materials: [I-].ClC=1C(=C(C=C(C1)Cl)C1=CC=C(C=C1)F)[CH2+]1OCC(N1C)(C)C (2-(3,5-dichloro-4'-fluoro-2-[1,1'-biphenyl]yl)-3,4,4-trimethyl-2-oxazolium iodide), [BH4-].[Na+] (sodium borohydride). The solvent is C(C)O (ethanol), Cl (hydrochloric acid), O (H2O). Run at time 2 hour. Product: ClC1=C(C(=CC(=C1)Cl)C1=CC=C(C=C1)F)C=O (3,5-Dichloro-4'-fluoro-[1,1'-biphenyl]-2-carboxaldehyde). Yield: 82.2%. As a reaction SMILES: [I-].[Cl:2][C:3]1[C:4]([CH2+:17]2N(C)C(C)(C)C[O:18]2)=[C:5]([C:10]2[CH:15]=[CH:14][C:13]([F:16])=[CH:12][CH:11]=2)[CH:6]=[C:7]([Cl:9])[CH:8]=1.[BH4-].[Na+]>C(O)C.Cl.O>[Cl:2][C:3]1[CH:8]=[C:7]([Cl:9])[CH:6]=[C:5]([C:10]2[CH:11]=[CH:12][C:13]([F:16])=[CH:14][CH:15]=2)[C:4]=1[CH:17]=[O:18] |f:0.1,2.3|. Reported procedure: A vigorously stirred suspension of 2-(3,5-dichloro-4'-fluoro-2-[1,1'-biphenyl]yl)-3,4,4-trimethyl-2-oxazolium iodide (5.9 g, 12.3 mmol) in ethanol (50 ml) was treated portionwise with sodium borohydride (550 mg, 18 mmol). After stirring for two hours at ambient temperature the clear solution was diluted with 3 N hydrochloric acid (100 ml) and stirred on a steam bath for two hours. The reaction mixture was then cooled, diluted with H2O (200 ml) and extracted with ether (300 ml). The ether extract...